Dataset: the Open Reaction Database (ORD), a public repository of structured organic reaction records. Task: describe an organic reaction: reactants, conditions, products, and yield The reactants are COC(=O)C1CCC(Br)C(O)C1, [N-]=[N+]=[N-], [Na+], CN(C)C=O. Product: COC(=O)C1CCC(N=[N+]=[N-])C(O)C1. RXN SMILES: [CH3:1][O:2][C:3](=[O:4])[CH:5]1[CH2:6][CH:7]([OH:12])[CH:8]([Br:11])[CH2:9][CH2:10]1.[N-:14]=[N+:15]=[N-:16].[Na+:13].[O:17]=[CH:18][N:19]([CH3:20])[CH3:21]>>[CH3:1][O:2][C:3](=[O:4])[CH:5]1[CH2:6][CH:7]([OH:12])[CH:8]([N:14]=[N+:15]=[N-:16])[CH2:9][CH2:10]1.